Dataset: the Open Reaction Database (ORD), a public repository of structured organic reaction records. Task: describe an organic reaction: reactants, conditions, products, and yield Reactants: C(CCC)[Li] (normal butyllithium), C(C1=CC=CC=C1)=O (benzaldehyde), C1(=CC=CC=C1)C=1N=NC(=CC1)OC (3-phenyl-6-methoxypyridazine), CC1(NC(CCC1)(C)C)C (2,2,6,6-tetramethylpiperidine). The solvent is CCCCCC (hexane), O (Water), O1CCCC1 (tetrahydrofuran), O1CCCC1 (tetrahydrofuran). Reaction conditions: temperature -78 celsius, time 1 hour. Product: OC(C1=CC=CC=C1)C=1C=C(N=NC1OC)C1=CC=CC=C1 (5-(α-Hydroxybenzyl)3-phenyl-6-methoxypyridazine). As a reaction SMILES: C([Li])CCC.CC1(C)CCCC(C)(C)N1.[C:16]1([C:22]2[N:23]=[N:24][C:25]([O:28][CH3:29])=[CH:26][CH:27]=2)[CH:21]=[CH:20][CH:19]=[CH:18][CH:17]=1.[CH:30](=[O:37])[C:31]1[CH:36]=[CH:35][CH:34]=[CH:33][CH:32]=1>O.O1CCCC1.CCCCCC>[OH:37][CH:30]([C:26]1[CH:27]=[C:22]([C:16]2[CH:17]=[CH:18][CH:19]=[CH:20][CH:21]=2)[N:23]=[N:24][C:25]=1[O:28][CH3:29])[C:31]1[CH:36]=[CH:35][CH:34]=[CH:33][CH:32]=1. Procedure details: 7,7 ml of a hexane solution containing 1.52 mol of normal butyllithium was slowly added dropwise into a solution of 50 ml of tetrahydrofuran containing 2.0 ml of 2,2,6,6-tetramethylpiperidine under ice-cooling. After stirring for one hour under ice-cooling, it was cooled to −78° C. and 10 ml of a tetrahydrofuran solution containing 1.68 g of 3-phenyl-6-methoxypyridazine was slowly added dropwise thereinto. After stirirng at −78° C. for 2 hours, benzaldehyde was slowly added dropwise thereinto. A...